Dataset: the Open Reaction Database (ORD), a public repository of structured organic reaction records. Task: describe an organic reaction: reactants, conditions, products, and yield Starting materials: N(=[N+]=[N-])C1CC2(C1)CN(CC2)C(=O)OC(C)(C)C (tert-butyl 2-azido-6-azaspiro[3.4]octane-6-carboxylate). Reagents/catalysts: [Pd].CC(=O)[O-].CC(=O)[O-].[Pb+2] (Lindlar catalyst). The solvent is C(C)O (ethanol). Reaction conditions: time 5 hour. The product is NC1CC2(C1)CN(CC2)C(=O)OC(C)(C)C (tert-Butyl 2-amino-6-azaspiro[3.4]octane-6-carboxylate). Reaction SMILES: [N:1]([CH:4]1[CH2:7][C:6]2([CH2:11][CH2:10][N:9]([C:12]([O:14][C:15]([CH3:18])([CH3:17])[CH3:16])=[O:13])[CH2:8]2)[CH2:5]1)=[N+]=[N-]>[Pd].CC([O-])=O.CC([O-])=O.[Pb+2].C(O)C>[NH2:1][CH:4]1[CH2:5][C:6]2([CH2:11][CH2:10][N:9]([C:12]([O:14][C:15]([CH3:18])([CH3:17])[CH3:16])=[O:13])[CH2:8]2)[CH2:7]1 |f:1.2.3.4|. Procedure details: 1.50 g (7.27 mmol) of Lindlar catalyst (PdCaCO3) are added to a solution of 3.67 g (14.54 mmol) of tert-butyl 2-azido-6-azaspiro[3.4]octane-6-carboxylate, obtained in step 6.3., in 60 mL of ethanol. The reaction medium is placed in a Parr flask under a hydrogen atmosphere at 20 psi, at room temperature for 5 hours. The resulting mixture is filtered through Celite and the filtrate is then concentrated under reduced pressure. After evaporating off the solvent, the residue obtained is purified by c... The reactants are COCCOC (1,2-dimethoxyethane), IC1=C(C=CC(=C1)CS(=O)(=O)C)N (2 -iodo-4-[(methylsulfonyl)methyl]benzenamine), C[Si](C)(C)C#C[Si](C)(C)C (bis(trimethylsilyl) acetylene), tetrakistriphenylphosphine Pd(O), C(=O)([O-])[O-].[Na+].[Na+] (Na2CO3). Run in CCCCCC (hexane), CCOC(=O)C (EtOAc), CCOC(=O)C (EtOAc), CO (MeOH). The product is CS(=O)(=O)CC=1C=C2C=C(NC2=CC1)[Si](C)(C)C (5-[(Methylsulfonyl)methyl]-2-(trimethylsilyl)-1H-indole). The yield is 82.7%. Reaction SMILES: COCCOC.I[C:8]1[CH:13]=[C:12]([CH2:14][S:15]([CH3:18])(=[O:17])=[O:16])[CH:11]=[CH:10][C:9]=1[NH2:19].[CH3:20][Si:21]([C:24]#[C:25][Si](C)(C)C)([CH3:23])[CH3:22].C([O-])([O-])=O.[Na+].[Na+]>CCCCCC.CCOC(C)=O.CO>[CH3:18][S:15]([CH2:14][C:12]1[CH:13]=[C:8]2[C:9](=[CH:10][CH:11]=1)[NH:19][C:24]([Si:21]([CH3:23])([CH3:22])[CH3:20])=[CH:25]2)(=[O:17])=[O:16] |f:3.4.5|. Reported procedure: To a solution of 1,2-dimethoxyethane (DME, 70 mL) was added 2 -iodo-4-[(methylsulfonyl)methyl]benzenamine (1) (1.9 g, 0.0061 mol), bis(trimethylsilyl) acetylene (1.56 g, 0.00915 mol), tetrakistriphenylphosphine Pd(O) (0.705 g, 0.00061 mol) and saturated aqueous Na2CO3 (5 mL). The reaction was heated at reflux for 48 h. The solvent was removed in vacuo and the residue was dissolved in EtOAc and washed with brine. The organic layer was dried over MgSO4, filtered and evaporated to give the crude pr... The reactants are C(CC=CC)(=O)NC1=CC=CC=C1 (pent-3-enanilide), CO (methanol). Solvent: N1=CC=CC=C1 (pyridine). The product is C(C=CCC)(=O)NC1=CC=CC=C1 (pentenanilide), dicarboxylic acid. RXN SMILES: [C:1]([NH:7][C:8]1[CH:13]=[CH:12][CH:11]=[CH:10][CH:9]=1)(=[O:6])[CH2:2][CH:3]=[CH:4][CH3:5].CO>N1C=CC=CC=1>[C:1]([NH:7][C:8]1[CH:9]=[CH:10][CH:11]=[CH:12][CH:13]=1)(=[O:6])[CH:2]=[CH:3][CH2:4][CH3:5]. Procedure details: 52.6 g of pent-3-enanilide, 19.2 g of methanol, 4.75 g of pyridine and 2.05 g of Co2 (CO)8 were reacted analogously to Example 1 for 1.5 hours at 170° C. At a pentenanilide conversion of 58.3 mol %, C6 -dicarboxylic acid methylesteranilides were formed at a selectivity S of conversion of 37.5 mol % (11 =65.3%).